Dataset: the Open Reaction Database (ORD), a public repository of structured organic reaction records. Task: describe an organic reaction: reactants, conditions, products, and yield The reactants are FC=1C=C(OC2=CC=C(C=C2)O)C=C(C1)F (4-(3,5-difluorophenoxy)phenol), C(C)(C)(C)OCl (t-butylhypochlorite). The solvent is C(Cl)(Cl)(Cl)Cl (carbon tetrachloride). Product: ClC1=C(C=CC(=C1)OC1=CC(=CC(=C1)F)F)O (2-chloro-4-(3,5-difluorophenoxy)phenol). Isolated yield 91.9%. Reaction SMILES: [F:1][C:2]1[CH:3]=[C:4]([CH:13]=[C:14]([F:16])[CH:15]=1)[O:5][C:6]1[CH:11]=[CH:10][C:9]([OH:12])=[CH:8][CH:7]=1.C(O[Cl:22])(C)(C)C>C(Cl)(Cl)(Cl)Cl>[Cl:22][C:8]1[CH:7]=[C:6]([O:5][C:4]2[CH:3]=[C:2]([F:1])[CH:15]=[C:14]([F:16])[CH:13]=2)[CH:11]=[CH:10][C:9]=1[OH:12]. Reported procedure: To a solution of 5.0 g of 4-(3,5-difluorophenoxy)phenol in 50 ml of carbon tetrachloride, there was added dropwise 2.45 g of t-butylhypochlorite with vigorously stirring and ice-cooling. After completion of the addition, the reaction mixture was stirred at room temperature for 5 hours and concentrated, followed by addition of 200 ml of ethyl acetate. The obtained solution was washed with an aqueous solution of 5% wt. sodium dicarbonate, dried and concentrated under reduced pressure. The residue ... Reactants: OC(CN1C(C2=CC=CC=C2C1=O)=O)COC1=CC(=CC=C1)CN1CCCCC1 (2-[2-hydroxy-3-[3-(1-piperidinylmethyl)phenoxy]propyl]-1H-isoindole-1,3-(2H) dione), O.NN (hydrazine hydrate). Run in C(C)O (ethanol). The product is NCC(COC1=CC(=CC=C1)CN1CCCCC1)O (1-Amino-3-[3-(1-piperidinylmethyl)phenoxy]-2-propanol). As a reaction SMILES: [OH:1][CH:2]([CH2:15][O:16][C:17]1[CH:22]=[CH:21][CH:20]=[C:19]([CH2:23][N:24]2[CH2:29][CH2:28][CH2:27][CH2:26][CH2:25]2)[CH:18]=1)[CH2:3][N:4]1C(=O)C2C(=CC=CC=2)C1=O.O.NN>C(O)C>[NH2:4][CH2:3][CH:2]([OH:1])[CH2:15][O:16][C:17]1[CH:22]=[CH:21][CH:20]=[C:19]([CH2:23][N:24]2[CH2:29][CH2:28][CH2:27][CH2:26][CH2:25]2)[CH:18]=1 |f:1.2|. Reported procedure: A solution of 2-[2-hydroxy-3-[3-(1-piperidinylmethyl)phenoxy]propyl]-1H-isoindole-1,3-(2H) dione (17.6 g) and hydrazine hydrate (2.5 g) in ethanol (60 ml) was heated under reflux for 3 h. The resulting mixture was evaporated to a solid residue which was suspended in 1N hydrochloric acid (30 ml) and filtered. The filtrate was basified with an excess of potassium carbonate and extracted with isopropanol (3×40 ml). The isopropanol extracts were dried (Na2CO3) and evaporated to a gum which was chrom... Starting materials: CCOC(CN(C)C(=O)CBr)OCC, CCO, [Na+], [Na+], O=C([O-])[O-], Cc1ccccc1S(=O)(=O)O. The product is CN(CC1OCCCCO1)C(=O)CBr. RXN SMILES: [CH3:1][N:2]([C:3]([CH2:4][Br:5])=[O:6])[CH2:7][CH:8]([O:9][CH2:10][CH3:11])[O:12][CH2:13][CH3:14].[CH3:32][CH2:33][OH:34].[Na+:26].[Na+:27].[O-:28][C:29](=[O:30])[O-:31].[c:15]1([CH3:16])[c:17]([S:18]([OH:19])(=[O:20])=[O:21])[cH:22][cH:23][cH:24][cH:25]1>>[CH3:1][N:2]([C:3]([CH2:4][Br:5])=[O:6])[CH2:7][CH:8]1[O:9][CH2:10][CH2:11][CH2:14][CH2:13][O:12]1. Reactants: O (water), [N+](=O)([O-])C1=CC=C(C=C1)N=C=O (4-nitrophenylisocyanate), Cl.NC=1C=C(C=C(C(=O)OC)C1)C(=O)OC (Dimethyl 5-aminoisophthalate hydrochloride). The solvent is C(C)(=O)OCC (ethyl acetate), C(Cl)Cl (DCM), C(Cl)Cl (DCM). Run at time 1 hour. Product: COC(=O)C=1C=C(C=C(C1)C(=O)OC)NC(=O)NC1=CC=C(C=C1)[N+](=O)[O-] (N-(3,5-Dimethoxycarbonylphenyl)-N'-(4-nitrophenyl)urea). The yield is 52.8%. RXN SMILES: [N+:1]([C:4]1[CH:9]=[CH:8][C:7]([N:10]=[C:11]=[O:12])=[CH:6][CH:5]=1)([O-:3])=[O:2].Cl.[NH2:14][C:15]1[CH:16]=[C:17]([C:25]([O:27][CH3:28])=[O:26])[CH:18]=[C:19]([CH:24]=1)[C:20]([O:22][CH3:23])=[O:21].O>C(Cl)Cl.C(OCC)(=O)C>[CH3:28][O:27][C:25]([C:17]1[CH:16]=[C:15]([NH:14][C:11]([NH:10][C:7]2[CH:6]=[CH:5][C:4]([N+:1]([O-:3])=[O:2])=[CH:9][CH:8]=2)=[O:12])[CH:24]=[C:19]([C:20]([O:22][CH3:23])=[O:21])[CH:18]=1)=[O:26] |f:1.2|. Procedure details: A solution of 4-nitrophenylisocyanate (2.17 g, 12.83 mmol) in anhydrous DCM (15 ml) was added dropwise to a stirred suspension of dimethyl 5-aminoisophthalate (7.23) (2.71 g, 12.83 mmol) in DCM (35 ml). The reaction mixture was stirred for 1 h under an inert atmosphere after which it was diluted with ethyl acetate (100 ml) to dissolve a yellow precipitate which had formed during the reaction. This gave a yellow solution which formed a white precipitate on addition of water (30 ml). The precipita... The reactants are CS(C)=O, OC(CCl)CN1CCN(C(c2ccc(F)cc2)c2ccc(F)cc2)CC1, [H-], [Na+], Cn1cnc2c1c(=O)[nH]c(=O)n2C. Yields the product Cn1cnc2c1c(=O)n(CC(O)CN1CCN(C(c3ccc(F)cc3)c3ccc(F)cc3)CC1)c(=O)n2C. RXN SMILES: [CH3:42][S:43]([CH3:44])=[O:45].[Cl:16][CH2:17][CH:18]([CH2:19][N:20]1[CH2:21][CH2:22][N:23]([CH:26]([c:27]2[cH:28][cH:29][c:30]([F:33])[cH:31][cH:32]2)[c:34]2[cH:35][cH:36][c:37]([F:40])[cH:38][cH:39]2)[CH2:24][CH2:25]1)[OH:41].[H-:1].[Na+:2].[nH:3]1[c:4](=[O:5])[n:6]([CH3:7])[c:8]2[n:9][cH:10][n:11]([CH3:12])[c:13]2[c:14]1=[O:15]>>[n:3]1([CH2:17][CH:18]([CH2:19][N:20]2[CH2:21][CH2:22][N:23]([CH:26]([c:27]3[cH:28][cH:29][c:30]([F:33])[cH:31][cH:32]3)[c:34]3[cH:35][cH:36][c:37]([F:40])[cH:38][cH:39]3)[CH2:24][CH2:25]2)[OH:41])[c:4](=[O:5])[n:6]([CH3:7])[c:8]2[n:9][cH:10][n:11]([CH3:12])[c:13]2[c:14]1=[O:15]. The reactants are FC(C(=O)O)(F)F.FC(C(=O)O)(F)F.FC(C(=O)O)(F)F.CC1=NC2=CC=CC=C2C(=C1)COC1=CC=C(C=C1)C1(C(NC(NC1=O)=O)=O)N1CCNCC1 (5-{4-[(2-Methyl-4-quinolinyl)methoxy]phenyl}-5-(1-piperazinyl)-2,4,6(1H, 3H, 5H)-pyrimidinetrione tris(trifluoroacetate)), C(C1=CC=CC=C1)=O (benzaldehyde). Product: FC(C(=O)O)(F)F.FC(C(=O)O)(F)F.FC(C(=O)O)(F)F.C(C1=CC=CC=C1)N1CCN(CC1)C1(C(NC(NC1=O)=O)=O)C1=CC=C(C=C1)OCC1=CC(=NC2=CC=CC=C12)C (5-(4-Benzyl-1-piperazinyl)-5-{4-[(2-methyl-4-quinolinyl)methoxy]phenyl}-2,4,6(1H, 3H, 5H)-pyrimidinetrione tris(trifluoroacetate)). The yield is 26.2%. As a reaction SMILES: [F:1][C:2]([F:7])([F:6])[C:3]([OH:5])=[O:4].[F:8][C:9]([F:14])([F:13])[C:10]([OH:12])=[O:11].[F:15][C:16]([F:21])([F:20])[C:17]([OH:19])=[O:18].[CH3:22][C:23]1[CH:32]=[C:31]([CH2:33][O:34][C:35]2[CH:40]=[CH:39][C:38]([C:41]3([N:50]4[CH2:55][CH2:54][NH:53][CH2:52][CH2:51]4)[C:46](=[O:47])[NH:45][C:44](=[O:48])[NH:43][C:42]3=[O:49])=[CH:37][CH:36]=2)[C:30]2[C:25](=[CH:26][CH:27]=[CH:28][CH:29]=2)[N:24]=1.[CH:56](=O)[C:57]1[CH:62]=[CH:61][CH:60]=[CH:59][CH:58]=1>>[F:1][C:2]([F:7])([F:6])[C:3]([OH:5])=[O:4].[F:8][C:9]([F:14])([F:13])[C:10]([OH:12])=[O:11].[F:15][C:16]([F:21])([F:20])[C:17]([OH:19])=[O:18].[CH2:56]([N:53]1[CH2:54][CH2:55][N:50]([C:41]2([C:38]3[CH:37]=[CH:36][C:35]([O:34][CH2:33][C:31]4[C:30]5[C:25](=[CH:26][CH:27]=[CH:28][CH:29]=5)[N:24]=[C:23]([CH3:22])[CH:32]=4)=[CH:40][CH:39]=3)[C:46](=[O:47])[NH:45][C:44](=[O:48])[NH:43][C:42]2=[O:49])[CH2:51][CH2:52]1)[C:57]1[CH:62]=[CH:61][CH:60]=[CH:59][CH:58]=1 |f:0.1.2.3,5.6.7.8|. Procedure details: Using a procedure analogous to Example 15, the product from example 14 (120 mg, 0.150 mmol) was treated with benzaldehyde (31.8 mg, 2.0 eq) to provide the title barbituric acid (35.0 mg, 26%). MS found: (M+H)+=550. Reactants: ClC1=NC=CC(=N1)CCC1=C(C=CC=C1)N(S(=O)(=O)C)C (N-{2-[2-(2-chloropyrimidin-4-yl)ethyl]phenyl}-N-methylmethanesulfonamide), NC=1C=C2CCC(NC2=CC1)=O (6-amino-3,4-dihydroquinolin-2(1H)-one). Run in C(CCC)O (n-butanol). Conditions: temperature 120 celsius. Yields the product CN(S(=O)(=O)C)C1=C(C=CC=C1)CCC1=NC(=NC=C1)NC=1C=C2CCC(NC2=CC1)=O (N-methyl-N-(2-{2-[2-(2-oxo-1,2,3,4-tetrahydroquinolin-6-ylamino)pyrimidin-4-yl]ethyl}phenyl)methanesulfonamide). Isolated yield 25.7%. RXN SMILES: Cl[C:2]1[N:7]=[C:6]([CH2:8][CH2:9][C:10]2[CH:15]=[CH:14][CH:13]=[CH:12][C:11]=2[N:16]([CH3:21])[S:17]([CH3:20])(=[O:19])=[O:18])[CH:5]=[CH:4][N:3]=1.[NH2:22][C:23]1[CH:24]=[C:25]2[C:30](=[CH:31][CH:32]=1)[NH:29][C:28](=[O:33])[CH2:27][CH2:26]2>C(O)CCC>[CH3:21][N:16]([C:11]1[CH:12]=[CH:13][CH:14]=[CH:15][C:10]=1[CH2:9][CH2:8][C:6]1[CH:5]=[CH:4][N:3]=[C:2]([NH:22][C:23]2[CH:24]=[C:25]3[C:30](=[CH:31][CH:32]=2)[NH:29][C:28](=[O:33])[CH2:27][CH2:26]3)[N:7]=1)[S:17]([CH3:20])(=[O:19])=[O:18]. Reported procedure: 200 mg of N-{2-[2-(2-chloropyrimidin-4-yl)ethyl]phenyl}-N-methylmethanesulfonamide and 70 mg of 6-amino-3,4-dihydroquinolin-2(1H)-one are dissolved in 3 ml of n-butanol and warmed at 120° C. for 12 h in a sealed vessel. After cooling to room temperature, the solvent is removed in vacuo, and the residue is chromatographed on silica gel, giving 50 mg of the title compound as colourless solid; Reactants: CC(=O)N1CCN(CC1)C2=C(C=C(C(=C2)OC)N)OC, C1=CC2=NC=C(N2C=C1)C3=NC(=NC=C3Cl)Cl. The reagents and catalysts are C(=O)([O-])[O-].[Cs+].[Cs+], CC1(C2=C(C(=CC=C2)P(C3=CC=CC=C3)C4=CC=CC=C4)OC5=C1C=CC=C5P(C6=CC=CC=C6)C7=CC=CC=C7)C, CC(=O)O.CC(=O)O.[Pd]. The solvent is C1COCCO1. Reaction conditions: temperature 80 celsius. Yields the product CC(=O)N1CCN(CC1)C2=C(C=C(C(=C2)OC)NC3=NC=C(C(=N3)C4=CN=C5N4C=CC=C5)Cl)OC. Isolated yield 0.0%. Procedure: _3-(2,5-dichloropyrimidin-4-yl)imidazo[1,2-a]pyridine (132.5 mg, 0.50 mmol)_ _ _ _1-(4-(4-amino-2,5-dimethoxyphenyl)piperazin-1-yl)ethanone (140 mg, 0.50 mmol)_ ___(9,9-dimethyl-9H-xanthene-4,5-diyl)bis(diphenylphosphine) (23.14 mg, 0.04 mmol)_ _ _ _cesium carbonate (244 mg, 0.75 mmol)_ ___diacetoxypalladium (4.49 mg, 0.02 mmol)_ _were suspended in_ _1,4-dioxane (4 ml)_ _,degased with argon . The mixture was heated to_ _80 °C_ _  for 2 hrs *_ Starting materials: C1COCCN1, Cc1ccc(Oc2ccc(Nc3ncnc4ccc(NC(=O)CCNC(=O)CCl)cc34)cc2C)cn1. Yields the product Cc1ccc(Oc2ccc(Nc3ncnc4ccc(NC(=O)CCNC(=O)CN5CCOCC5)cc34)cc2C)cn1. Reaction SMILES: [CH2:37]1[CH2:38][O:39][CH2:40][CH2:41][NH:42]1.[Cl:1][CH2:2][C:3](=[O:4])[NH:5][CH2:6][CH2:7][C:8](=[O:9])[NH:10][c:11]1[cH:12][c:13]2[c:14]([NH:21][c:22]3[cH:23][c:24]([CH3:36])[c:25]([O:28][c:29]4[cH:30][n:31][c:32]([CH3:35])[cH:33][cH:34]4)[cH:26][cH:27]3)[n:15][cH:16][n:17][c:18]2[cH:19][cH:20]1>>[CH2:2]([C:3](=[O:4])[NH:5][CH2:6][CH2:7][C:8](=[O:9])[NH:10][c:11]1[cH:12][c:13]2[c:14]([NH:21][c:22]3[cH:23][c:24]([CH3:36])[c:25]([O:28][c:29]4[cH:30][n:31][c:32]([CH3:35])[cH:33][cH:34]4)[cH:26][cH:27]3)[n:15][cH:16][n:17][c:18]2[cH:19][cH:20]1)[N:42]1[CH2:37][CH2:38][O:39][CH2:40][CH2:41]1.